Dataset: the Open Reaction Database (ORD), a public repository of structured organic reaction records. Task: describe an organic reaction: reactants, conditions, products, and yield Reactants: ClC1=C(C(=C(C(=C1C#N)Cl)Cl)Cl)C#N (2,4,5,6-tetrachloro-1,3-dicyanobenzene), NC1C(CCCC1)N (1,2-diaminocyclohexane). Solvent: C(C)#N (acetonitrile). Product: NC1C(CCCC1)NC1=C(C(=C(C(=C1Cl)Cl)C#N)Cl)C#N (4-[(2-amino)cyclohexylamino]-2,5,6-trichloro-1,3-dicyanobenzene). Yield: 90.0%. Reaction SMILES: [Cl:1][C:2]1[C:7]([C:8]#[N:9])=[C:6](Cl)[C:5]([Cl:11])=[C:4]([Cl:12])[C:3]=1[C:13]#[N:14].[NH2:15][CH:16]1[CH2:21][CH2:20][CH2:19][CH2:18][CH:17]1[NH2:22]>C(#N)C>[NH2:15][CH:16]1[CH2:21][CH2:20][CH2:19][CH2:18][CH:17]1[NH:22][C:6]1[C:5]([Cl:11])=[C:4]([Cl:12])[C:3]([C:13]#[N:14])=[C:2]([Cl:1])[C:7]=1[C:8]#[N:9]. Procedure details: To the slurry of 2,4,5,6-tetrachloro-1,3-dicyanobenzene (2.0 g, 7.5 mmol) in acetonitrile (40 ml) triethylamine (5.0 ml) is added, then 1,2-diaminocyclohexane (0.86 g, 7.5 mmol) and the reaction mixture is heated under reflux for 1 h. It is cooled to ambient temperature, then deposited on ice for few hours, and the crystalline product is collected on filter. 2.32 g (89%) of the title product as pale-yellow powder are obtained. Starting materials: C(CCCCCCC)O (n-octanol), N1=CC=CC=C1 (pyridine), ClC(=O)OC(C)Cl (alpha-chloroethyl chloroformate). Run in CCOCC (ether). Reaction conditions: temperature 25 celsius, time 3 hour. Yields the product C(OC(C)Cl)(OCCCCCCCC)=O (alpha-Chloroethyl Octyl Carbonate). Yield: 69.4%. RXN SMILES: [CH2:1]([OH:9])[CH2:2][CH2:3][CH2:4][CH2:5][CH2:6][CH2:7][CH3:8].N1C=CC=CC=1.Cl[C:17]([O:19][CH:20]([Cl:22])[CH3:21])=[O:18]>CCOCC>[C:17](=[O:18])([O:9][CH2:1][CH2:2][CH2:3][CH2:4][CH2:5][CH2:6][CH2:7][CH3:8])[O:19][CH:20]([Cl:22])[CH3:21]. Procedure details: To a stirring solution of dry n-octanol (6.42 g, 49.3 mmol) and pyridine (3.90 g, 49.3 mmol) in anhydrous ether (75 mL) was added at 0° C. alpha-chloroethyl chloroformate (prepared according to U.K. Pat. No. 1,426,717; 7.00 g, 49.3 mmol). The mixture was stirred vigorously for three hours at 25° C. then filtered. The filtrate was concentrated in vacuo and distilled at 102°-107° C. (2 mm) affording 8.1 g title product as a clear oil (34.2 mmol, 69.4%): 1H NMR (CDCl3) delta 0.44-2.03 (m, 15H), 1.6... Starting materials: O1CCOC12CCC(CC2)C2=CC=C(C=N2)N (6-(1,4-Dioxa-spiro[4.5]dec-8-yl)-pyridin-3-ylamine), C(C)(=O)OC(C)=O (acetic anhydride). Solvent: ClCCl (dichloromethane). Conditions: time 18 hour. Yields the product O1CCOC12CCC(CC2)C2=CC=C(C=N2)NC(C)=O (N-[6-(1,4-Dioxa-spiro[4.5]dec-8-yl)-pyridin-3-yl]-acetamide). As a reaction SMILES: [O:1]1[C:5]2([CH2:10][CH2:9][CH:8]([C:11]3[N:16]=[CH:15][C:14]([NH2:17])=[CH:13][CH:12]=3)[CH2:7][CH2:6]2)[O:4][CH2:3][CH2:2]1.[C:18](OC(=O)C)(=[O:20])[CH3:19]>ClCCl>[O:1]1[C:5]2([CH2:10][CH2:9][CH:8]([C:11]3[N:16]=[CH:15][C:14]([NH:17][C:18](=[O:20])[CH3:19])=[CH:13][CH:12]=3)[CH2:7][CH2:6]2)[O:4][CH2:3][CH2:2]1. Procedure: 6-(1,4-Dioxa-spiro[4.5]dec-8-yl)-pyridin-3-ylamine (0.158 g, 0.675 mmol, prepared as described in Example 3: Steps A-B from 5-amino-2-bromopyridine, Aldrich) was dissolved in anhydrous dichloromethane (10 mL), treated with acetic anhydride (Aldrich, 0.080 mL, 0.846 mmol), and stirred at ambient temperature under Ar for 18 h. The reaction was quenched with saturated aqueous NaHCO3, extracted thrice with dichloromethane, and the combined organic layers washed with brine, dried over Na2SO4, filtere... Reactants: [I-], [K+], O=N[O-], Nc1cc(F)c(Br)cc1C=O, [Na+], O, O=S(=O)(O)O. The product is O=Cc1cc(Br)c(F)cc1I. Reaction SMILES: [I-:22].[K+:21].[N:17]([O-:18])=[O:19].[NH2:1][c:2]1[c:3]([CH:4]=[O:5])[cH:6][c:7]([Br:11])[c:8]([F:10])[cH:9]1.[Na+:20].[OH2:23].[S:12](=[O:13])(=[O:14])([OH:15])[OH:16]>>[c:2]1([I:22])[c:3]([CH:4]=[O:5])[cH:6][c:7]([Br:11])[c:8]([F:10])[cH:9]1. The reactants are C1(=CC=CC=C1)P(=O)(OC(C)C1=C(C=CC=C1)C(C)OP(=O)(C1=CC=CC=C1)C1=CC=CC=C1)C1=CC=CC=C1 (diphenyl-phosphinic acid 1-{2-[1-(diphenyl-phosphinoyloxy)-ethyl]-phenyl}-ethyl ester), C(C)NCC (diethylamine), [Li]CCCC (n-BuLi), [OH-].[Na+] (sodium hydroxide), C1(=CC=CC=C1)P (phenyl phosphine). The solvent is O (water), CC(C)(C)OC (TBME), C1CCOC1 (THF), C1CCOC1 (THF). The product is CC1P(C(C2=CC=CC=C12)C)C1=CC=CC=C1 (1,3-Dimethyl-2-phenyl-2,3-dihydro-1H-isophosphindole). RXN SMILES: C(NCC)C.[Li]CCCC.[C:11]1([PH2:17])[CH:16]=[CH:15][CH:14]=[CH:13][CH:12]=1.C1(P(C2C=CC=CC=2)(O[CH:27]([C:29]2[CH:34]=[CH:33][CH:32]=[CH:31][C:30]=2[CH:35](OP(C2C=CC=CC=2)(C2C=CC=CC=2)=O)[CH3:36])[CH3:28])=O)C=CC=CC=1.[OH-].[Na+]>C1COCC1.CC(OC)(C)C.O>[CH3:36][CH:35]1[C:30]2[C:29](=[CH:34][CH:33]=[CH:32][CH:31]=2)[CH:27]([CH3:28])[P:17]1[C:11]1[CH:16]=[CH:15][CH:14]=[CH:13][CH:12]=1 |f:4.5|. Reported procedure: Under an atmosphere of nitrogen a Schlenk flask was charged with diethylamine (0.584 g, 8 mmol), to which a solution of n-BuLi (2.5 ml 1.6 N-solution in hexanes, 4 mmol) was added drop wise under efficient stirring. To the slightly hazy solution was then added phenyl phosphine (0.110 g, 1 mmol) which led to the formation of a yellow solution. This mixture was diluted with THF (2 ml), and immediately afterwards was added under efficient stirring a solution of diphenyl-phosphinic acid 1-{2-[1-(dip... Starting materials: [Br-], CCOC(=O)c1cnn(-c2cccc(-c3ccccc3OC(F)(F)c3ccc(Br)cc3C=O)n2)c1C(F)(F)F, C1CCOC1, [Li]CCCC, C[P+](c1ccccc1)(c1ccccc1)c1ccccc1. Yields the product C=Cc1cc(Br)ccc1C(F)(F)Oc1ccccc1-c1cccc(-n2ncc(C(=O)OCC)c2C(F)(F)F)n1. Reaction SMILES: [Br-:45].[Br:6][c:7]1[cH:8][c:9]([CH:43]=[O:44])[c:10]([C:13]([O:14][c:15]2[c:16](-[c:21]3[cH:22][cH:23][cH:24][c:25](-[n:27]4[n:28][cH:29][c:30]([C:36](=[O:37])[O:38][CH2:39][CH3:40])[c:31]4[C:32]([F:33])([F:34])[F:35])[n:26]3)[cH:17][cH:18][cH:19][cH:20]2)([F:41])[F:42])[cH:11][cH:12]1.[CH2:66]1[O:67][CH2:68][CH2:69][CH2:70]1.[CH3:1][CH2:2][CH2:3][CH2:4][Li:5].[CH3:46][P+:47]([c:48]1[cH:49][cH:50][cH:51][cH:52][cH:53]1)([c:54]1[cH:55][cH:56][cH:57][cH:58][cH:59]1)[c:60]1[cH:61][cH:62][cH:63][cH:64][cH:65]1>>[CH2:1]=[CH:43][c:9]1[cH:8][c:7]([Br:6])[cH:12][cH:11][c:10]1[C:13]([O:14][c:15]1[c:16](-[c:21]2[cH:22][cH:23][cH:24][c:25](-[n:27]3[n:28][cH:29][c:30]([C:36](=[O:37])[O:38][CH2:39][CH3:40])[c:31]3[C:32]([F:33])([F:34])[F:35])[n:26]2)[cH:17][cH:18][cH:19][cH:20]1)([F:41])[F:42]. Starting materials: CS(C)=O, CCOC(C)=O, N#CC1CCCN1C(=O)CCl, Cl, [K+], [K+], O=C([O-])[O-], NC12CC3CC1CC(CN1CCSCC1)(C3)C2. The product is N#CC1CCCN1C(=O)CNC12CC3CC1CC(CN1CCSCC1)(C3)C2. Reaction SMILES: [CH3:36][S:37]([CH3:38])=[O:39].[CH3:40][CH2:41][O:42][C:43]([CH3:44])=[O:45].[Cl:19][CH2:20][C:21](=[O:22])[N:23]1[CH:24]([C:28]#[N:29])[CH2:25][CH2:26][CH2:27]1.[ClH:1].[K+:30].[K+:31].[O-:32][C:33]([O-:34])=[O:35].[S:2]1[CH2:3][CH2:4][N:5]([CH2:8][C:9]23[CH2:10][C:11]4([NH2:18])[CH2:12][CH:13]([CH2:14][CH:15]4[CH2:16]2)[CH2:17]3)[CH2:6][CH2:7]1>>[S:2]1[CH2:3][CH2:4][N:5]([CH2:8][C:9]23[CH2:10][C:11]4([NH:18][CH2:20][C:21](=[O:22])[N:23]5[CH:24]([C:28]#[N:29])[CH2:25][CH2:26][CH2:27]5)[CH2:12][CH:13]([CH2:14][CH:15]4[CH2:16]2)[CH2:17]3)[CH2:6][CH2:7]1.